describe an organic reaction: reactants, conditions, products, and yield From a dataset of the Open Reaction Database (ORD), a public repository of structured organic reaction records. Reactants: O=Cc1ccc(F)c(C(F)(F)F)c1, C1CCN(CC2CCNCC2)C1. Yields the product O=Cc1ccc(N2CCC(CN3CCCC3)CC2)c(C(F)(F)F)c1. As a reaction SMILES: [F:13][c:14]1[c:15]([C:22]([F:23])([F:24])[F:25])[cH:16][c:17]([CH:18]=[O:19])[cH:20][cH:21]1.[N:1]1([CH2:6][CH:7]2[CH2:8][CH2:9][NH:10][CH2:11][CH2:12]2)[CH2:2][CH2:3][CH2:4][CH2:5]1>>[N:1]1([CH2:6][CH:7]2[CH2:8][CH2:9][N:10]([c:14]3[c:15]([C:22]([F:23])([F:24])[F:25])[cH:16][c:17]([CH:18]=[O:19])[cH:20][cH:21]3)[CH2:11][CH2:12]2)[CH2:2][CH2:3][CH2:4][CH2:5]1. The product is CON(C)C(=O)c1ccc2nc[nH]c2c1. RXN SMILES: [CH3:13][NH:14][O:15][CH3:16].[CH3:17][N:18]1[CH2:19][CH2:20][O:21][CH2:22][CH2:23]1.[CH3:25][N:26]([CH3:27])[CH2:28][CH2:29][CH2:30][N:31]=[C:32]=[N:33][CH2:34][CH3:35].[Cl:36][CH2:37][Cl:38].[ClH:24].[n:1]1[cH:2][nH:3][c:4]2[c:5]1[cH:6][cH:7][c:8]([C:10](=[O:11])[OH:12])[cH:9]2>>[n:1]1[cH:2][nH:3][c:4]2[c:5]1[cH:6][cH:7][c:8]([C:10](=[O:12])[N:14]([CH3:13])[O:15][CH3:16])[cH:9]2. Starting materials: CNOC, CN1CCOCC1, CCN=C=NCCCN(C)C, ClCCl, Cl, O=C(O)c1ccc2nc[nH]c2c1. Starting materials: C(=CCCCCCC)[Si](Cl)(Cl)C=CCCCCCC (bis(octenyl)dichlorosilane), Cl[SiH](Cl)Cl (trichlorosilane). The reagents and catalysts are [H+].[H+].Cl[Pt-2](Cl)(Cl)(Cl)(Cl)Cl (hexachoroplatinic acid). Solvent: glass. Run at temperature 110 celsius. The product is Cl[Si](CCCCCCCC[Si](Cl)(Cl)CCCCCCCC[Si](Cl)(Cl)Cl)(Cl)Cl (bis (8-trichlorosilyloctyl)dichlorosilane). Yield: 94.9%. Reaction SMILES: [CH:1]([Si:9]([CH:12]=[CH:13][CH2:14][CH2:15][CH2:16][CH2:17][CH2:18][CH3:19])([Cl:11])[Cl:10])=[CH:2][CH2:3][CH2:4][CH2:5][CH2:6][CH2:7][CH3:8].[Cl:20][SiH:21]([Cl:23])[Cl:22]>[H+].[H+].Cl[Pt-2](Cl)(Cl)(Cl)(Cl)Cl>[Cl:20][Si:21]([Cl:23])([Cl:22])[CH2:8][CH2:7][CH2:6][CH2:5][CH2:4][CH2:3][CH2:2][CH2:1][Si:9]([CH2:12][CH2:13][CH2:14][CH2:15][CH2:16][CH2:17][CH2:18][CH2:19][Si:21]([Cl:23])([Cl:22])[Cl:20])([Cl:11])[Cl:10] |f:2.3.4|. Reported procedure: To a 100 ml glass ampoule equipped with a magnetic stirring bar was added hexachoroplatinic acid (0.05 ml, 0.090M solution in isopropanol). After the solvent was removed under reduced pressure, bis(octenyl)dichlorosilane (6.02 g, 18.74 mmoles) was introduced into the ampoule in an inert atmosphere enclosure. Subsequently trichlorosilane (29.9 g, 198.6 mmoles) was condensed into the ampoule on the vacuum line. The in vacuo sealed ampoule was placed in an oil bath and heated up slowly to 110° C. a... Reactants: O=c1cc(OCc2ccccc2)ccn1CC1CC1, CCO. The product is O=c1cc(O)ccn1CC1CC1. RXN SMILES: [CH2:1]([c:2]1[cH:3][cH:4][cH:5][cH:6][cH:7]1)[O:8][c:9]1[cH:10][c:11](=[O:19])[n:12]([CH2:15][CH:16]2[CH2:17][CH2:18]2)[cH:13][cH:14]1.[CH3:20][CH2:21][OH:22]>>[OH:8][c:9]1[cH:10][c:11](=[O:19])[n:12]([CH2:15][CH:16]2[CH2:17][CH2:18]2)[cH:13][cH:14]1.